This data is from the Open Reaction Database (ORD), a public repository of structured organic reaction records. The task is: describe an organic reaction: reactants, conditions, products, and yield The reactants are [Cl-], C1CCOC1, CC(=O)c1cccc(O)c1, Cc1ccccc1[Mg+]. Product: Cc1ccccc1C(C)(O)c1cccc(O)c1. Reaction SMILES: [Cl-:11].[O:20]1[CH2:21][CH2:22][CH2:23][CH2:24]1.[OH:1][c:2]1[cH:3][c:4]([C:8]([CH3:9])=[O:10])[cH:5][cH:6][cH:7]1.[c:12]1([CH3:19])[c:13]([Mg+:18])[cH:14][cH:15][cH:16][cH:17]1>>[OH:1][c:2]1[cH:3][c:4]([C:8]([CH3:9])([OH:10])[c:13]2[c:12]([CH3:19])[cH:17][cH:16][cH:15][cH:14]2)[cH:5][cH:6][cH:7]1. Reactants: ClC1=CC=C(C=C1)[C@H]1C[C@]12C(N(C1=CC=CC=C21)CC=2C=C(C(=O)O)C=CC2)=O (3-(((1S,2R)-2-(4-chlorophenyl)-2′-oxospiro[cyclopropane-1,3′-indoline]-1′-yl)methyl)benzoic acid), ClC1=CC=C(C=C1)[C@@H]1C[C@@]12C(N(C1=CC=CC=C21)CC=2C=C(C(=O)O)C=CC2)=O (3-(((1R,2S)-2-(4-chlorophenyl)-2′-oxospiro[cyclopropane-1,3′-indoline]-1′-yl)methyl)benzoic acid), Cl.CN(CCCN=C=NCC)C (1-(3-Dimethylaminopropyl)-3-ethylcarbodiimide hydrochloride), ON1N=NC2=C1C=CC=C2 (1-Hydroxybenzotriazole), N1CCCCC1 (piperidine). The solvent is CN(C)C=O (DMF). Conditions: time 14 hour. Yields the product N1C(C2(C3=CC=CC=C13)CC2)=O (Spiro[cyclopropane-1,3′-indolin]-2′-one). RXN SMILES: ClC1C=CC([C@@H:8]2[C@:10]3([C:18]4[C:13](=[CH:14][CH:15]=[CH:16][CH:17]=4)[N:12](CC4C=C(C=CC=4)C(O)=O)[C:11]3=[O:29])[CH2:9]2)=CC=1.ClC1C=CC([C@H]2[C@@]3(C4C(=CC=CC=4)N(CC4C=C(C=CC=4)C(O)=O)C3=O)C2)=CC=1.Cl.CN(C)CCCN=C=NCC.ON1C2C=CC=CC=2N=N1.N1CCCCC1>CN(C=O)C>[NH:12]1[C:13]2[C:18](=[CH:17][CH:16]=[CH:15][CH:14]=2)[C:10]2([CH2:9][CH2:8]2)[C:11]1=[O:29] |f:2.3|. Procedure: 3-(((1S,2R)-2-(4-chlorophenyl)-2′-oxospiro[cyclopropane-1,3′-indoline]-1′-yl)methyl)benzoic acid and 3-(((1R,2S)-2-(4-chlorophenyl)-2′-oxospiro[cyclopropane-1,3′-indoline]-1′-yl)methyl)benzoic acid (prepared according to Scheme 1) (60 mg, 0.15 mmol), 1-(3-Dimethylaminopropyl)-3-ethylcarbodiimide hydrochloride (EDC.HCl) (44 mg, 0.225 mmol 1.5 mmol), anhydrous 1-Hydroxybenzotriazole (HOBt) (31 mg, 0.225 mmol) and piperidine (15 mg, 0.18 mmol) were dissolved in DMF. The mixture was stirred at room ... Starting materials: CO, Cl, CCOC(=O)C1CN(C(=O)OC(C)(C)C)CCC1c1ccc(F)cc1, [Na+], [Na], [OH-]. Yields the product CC(C)(C)OC(=O)N1CCC(c2ccc(F)cc2)C(C(=O)O)C1. As a reaction SMILES: [CH3:30][OH:31].[ClH:29].[F:2][c:3]1[cH:4][cH:5][c:6]([CH:9]2[CH:10]([C:22](=[O:23])[O:24][CH2:25][CH3:26])[CH2:11][N:12]([C:15](=[O:16])[O:17][C:18]([CH3:19])([CH3:20])[CH3:21])[CH2:13][CH2:14]2)[cH:7][cH:8]1.[Na+:28].[Na:1].[OH-:27]>>[F:2][c:3]1[cH:4][cH:5][c:6]([CH:9]2[CH:10]([C:22](=[O:23])[OH:24])[CH2:11][N:12]([C:15](=[O:16])[O:17][C:18]([CH3:19])([CH3:20])[CH3:21])[CH2:13][CH2:14]2)[cH:7][cH:8]1. The reactants are CCN(CC)S(F)(F)F, ClCCl, O=S(=O)(CC1CN(CC(O)c2ccc(F)cc2F)C1)c1ccc(F)cc1. Product: O=S(=O)(CC1CN(CC(F)c2ccc(F)cc2F)C1)c1ccc(F)cc1. Reaction SMILES: [CH2:27]([N:28]([S:29]([F:30])([F:31])[F:33])[CH2:32][CH3:34])[CH3:35].[Cl:36][CH2:37][Cl:38].[F:1][c:2]1[c:3]([CH:9]([CH2:10][N:11]2[CH2:12][CH:13]([CH2:15][S:16](=[O:17])(=[O:18])[c:19]3[cH:20][cH:21][c:22]([F:25])[cH:23][cH:24]3)[CH2:14]2)[OH:26])[cH:4][cH:5][c:6]([F:8])[cH:7]1>>[F:1][c:2]1[c:3]([CH:9]([CH2:10][N:11]2[CH2:12][CH:13]([CH2:15][S:16](=[O:17])(=[O:18])[c:19]3[cH:20][cH:21][c:22]([F:25])[cH:23][cH:24]3)[CH2:14]2)[F:33])[cH:4][cH:5][c:6]([F:8])[cH:7]1.